This data is from the Open Reaction Database (ORD), a public repository of structured organic reaction records. The task is: describe an organic reaction: reactants, conditions, products, and yield Starting materials: ClC1=CC=C(C=C1)N=C=O (4-chlorophenyl isocyanate), C(C)(C)N(C(C)C)CC (N,N-diisopropylethylamine-), Cl.ClC1=CC=C(CN2C(=NN=C2[C@@H]2NCCC2)C)C=C1 ((R)-4-(4-chlorobenzyl)-3-methyl-5-(pyrrolidin-2-yl)-4H-1,2,4-triazole hydrochloride). Solvent: ClCCl (dichloromethane). Yields the product ClC1=CC=C(CN2C(=NN=C2C)[C@@H]2N(CCC2)C(=O)NC2=CC=C(C=C2)Cl)C=C1 ((R)-2-(4-(4-chlorobenzyl)-5-methyl-4H-1,2,4-triazol-3-yl)-N-(4-chlorophenyl)pyrrolidine-1-carboxamide). The yield is 87.3%. As a reaction SMILES: Cl.[Cl:2][C:3]1[CH:20]=[CH:19][C:6]([CH2:7][N:8]2[C:12]([C@H:13]3[CH2:17][CH2:16][CH2:15][NH:14]3)=[N:11][N:10]=[C:9]2[CH3:18])=[CH:5][CH:4]=1.[Cl:21][C:22]1[CH:27]=[CH:26][C:25]([N:28]=[C:29]=[O:30])=[CH:24][CH:23]=1.C(N(CC)C(C)C)(C)C>ClCCl>[Cl:2][C:3]1[CH:20]=[CH:19][C:6]([CH2:7][N:8]2[C:9]([CH3:18])=[N:10][N:11]=[C:12]2[C@H:13]2[CH2:17][CH2:16][CH2:15][N:14]2[C:29]([NH:28][C:25]2[CH:26]=[CH:27][C:22]([Cl:21])=[CH:23][CH:24]=2)=[O:30])=[CH:5][CH:4]=1 |f:0.1|. Procedure: (R)-4-(4-chlorobenzyl)-3-methyl-5-(pyrrolidin-2-yl)-4H-1,2,4-triazole hydrochloride (58 mg, 0.2 mmol) was dissolved in dichloromethane (2 ml). 4-chlorophenyl isocyanate (0.031 ml, 0.2 mmol) and N,N-diisopropylethylamine-(0.050 ml) were added while stirring. The reaction mixture was stirred for 12 h then evaporated to dryness. Purification by silica gel column chromatography (methanol/dichloromethane gradient, 0-15% methanol) afforded the desired product as a white amorphous solid (75.1 mg, 87%). The reactants are C1(CCCCC1)NC(=O)OC1C(C(C2(CO2)CC1)C1(OC1CC=CC(=O)OCC)C)OC (6-cyclohexylcarbamoyloxy-4-[3-(3-ethoxycarbonyl-2-propenyl)-2-methyloxiranyl]-5-methoxy-1-oxaspiro[2,5]octane). Reagents/catalysts: [Pt]=O (platinum oxide). Run in C(C)(=O)OCC (ethyl acetate). Yields the product C1(CCCCC1)NC(=O)OC1C(C(C2(CO2)CC1)C1(OC1CCCC(=O)OCC)C)OC (6-cyclohexylcarbamoyloxy-4-[3-(3-ethoxycarbonylpropyl)-2-methyloxiranyl]-5-methoxy-1-oxaspiro[2,5]octane). RXN SMILES: [CH:1]1([NH:7][C:8]([O:10][CH:11]2[CH2:18][CH2:17][C:14]3([O:16][CH2:15]3)[CH:13]([C:19]3([CH3:30])[CH:21]([CH2:22][CH:23]=[CH:24][C:25]([O:27][CH2:28][CH3:29])=[O:26])[O:20]3)[CH:12]2[O:31][CH3:32])=[O:9])[CH2:6][CH2:5][CH2:4][CH2:3][CH2:2]1>C(OCC)(=O)C.[Pt]=O>[CH:1]1([NH:7][C:8]([O:10][CH:11]2[CH2:18][CH2:17][C:14]3([O:16][CH2:15]3)[CH:13]([C:19]3([CH3:30])[CH:21]([CH2:22][CH2:23][CH2:24][C:25]([O:27][CH2:28][CH3:29])=[O:26])[O:20]3)[CH:12]2[O:31][CH3:32])=[O:9])[CH2:2][CH2:3][CH2:4][CH2:5][CH2:6]1. Reported procedure: A solution of 6-cyclohexylcarbamoyloxy-4-[3-(3-ethoxycarbonyl-2-propenyl)-2-methyloxiranyl]-5-methoxy-1-oxaspiro[2,5]octane (46 mg) in ethyl acetate (30 ml) was hydrogenated under hydrogen (1 atm) in the presence of platinum oxide (5 mg) for 2 hours. The catalyst was removed by filtration and the filtrate was concentrated in vacuo. The residue was purified by column chromatography on silica gel eluted with a mixture of diethyl ether and n-hexane (1:1) to give 6-cyclohexylcarbamoyloxy-4-[3-(3-eth... Reactants: CSC1=C(C=C(S1)C(=O)OC)C(NCC(C1=CC=CC=C1)=O)=O (Methyl 5-methylthio-4-[N-(2-oxo-2-phenylethyl)carbamoyl]thiophene-2-carboxylate), COC(=O)C1=CC(=C(S1)C)C(=S)O (5-(methoxycarbonyl)-2-methylthiothiophene-3-carboxylic acid), NCC(=O)C1=CC=CC=C1 (2-aminoacetophenone), C(C)(C)N(C(C)C)CC (N,N-diisopropylethylamine), C(C(=O)Cl)(=O)Cl (oxalyl chloride), CN(C)C=O (DMF). Solvent: C(Cl)Cl (CH2Cl2). Conditions: time 2 hour. Yields the product Cl.CSC1=C(C=C(S1)C(=N)N)C=1OC(=CN1)C1=CC=CC=C1 (5-Methylthio-4-(5-phenyl(1,3-oxazol-2-yl))thiophene-2-carboxamidine Hydrochloride). The yield is 70.0%. Reaction SMILES: [CH3:1][S:2][C:3]1[S:7]C(C(OC)=O)=[CH:5][C:4]=1[C:12](=O)NCC(=O)C1C=CC=CC=1.COC(C1SC(C)=C(C(O)=S)C=1)=O.C(Cl)(=O)C([Cl:40])=O.[NH2:43][CH2:44][C:45]([C:47]1[CH:52]=[CH:51][CH:50]=[CH:49][CH:48]=1)=[O:46].C([N:56]([CH2:60][CH3:61])C(C)C)(C)C.C[N:63](C=O)C>C(Cl)Cl>[ClH:40].[CH3:1][S:2][C:3]1[S:7][C:61]([C:60]([NH2:56])=[NH:63])=[CH:5][C:4]=1[C:12]1[O:46][C:45]([C:47]2[CH:52]=[CH:51][CH:50]=[CH:49][CH:48]=2)=[CH:44][N:43]=1 |f:7.8|. Reported procedure: Methyl 5-methylthio-4-[N-(2-oxo-2-phenylethyl)carbamoyl]thiophene-2-carboxylate: To a stirred suspension of 300 mg (1.29 mmol) of 5-(methoxycarbonyl)-2-methylthiothiophene-3-carboxylic acid (as prepared in Example 95) in 10 mL of anhyd CH2Cl2 (under a CaSO4 drying tube) was added 135 mL (1.55 mmol) of oxalyl chloride followed by 30 mL of anhyd DMF. After stirring for 2 h at room temperature, the mixture was concentrated in vacuo. The resulting yellow solid was dissolved in 10 mL of anhyd CH2Cl2,... Starting materials: C(C)[C@@H](CO)CC[N+](=O)[O-] ((R)-2-Ethyl-4-nitrobutan-1-ol), compound, EtOAc hexanes, N[C@H](CC1=CC=CC=C1)C(=O)OC (D-Phe-OMe), H2Cr2O7, C(C)(C)O (isopropanol), N[C@@H](CC1=CC=CC=C1)C(=O)OC (L-Phe-OMe). Run in CC(=O)C (acetone), C(Cl)(Cl)Cl (CHCl3). Reaction conditions: time 5 hour. Yields the product C(C)[C@@H](C(=O)O)CC[N+](=O)[O-] ((R)-2-Ethyl-4-nitrobutanoic acid). Isolated yield 92.0%. As a reaction SMILES: [CH2:1]([C@H:3]([CH2:6][CH2:7][N+:8]([O-:10])=[O:9])[CH2:4][OH:5])[CH3:2].C([OH:14])(C)C.N[C@H](C(OC)=O)CC1C=CC=CC=1.N[C@@H](C(OC)=O)CC1C=CC=CC=1>CC(C)=O.C(Cl)(Cl)Cl>[CH2:1]([C@H:3]([CH2:6][CH2:7][N+:8]([O-:10])=[O:9])[C:4]([OH:14])=[O:5])[CH3:2]. Procedure: To 1.0 mmol alcohol 2b dissolved in 10 mL acetone at 0° C. was added 1.5 mmol H2Cr2O7 (3 mL Jones reagent). The mixture was stirred for 5 h, during which time the mixture warmed to room temperature. Excess isopropanol was added, and the mixture was stirred for 10 min. The mixture was filtered, and the solution was diluted with 2 mL 2 N HCl and extracted with Et2O. Complete extraction of the product into the Et2O phase was monitored by TLC. The organic layers was washed with saturated NaCl, dried... The reactants are Brc1ccc(CN2CCCCC2)cn1, [H-], OCCCN1CCCCC1, [Na+], CN(C)C=O. The product is c1cc(OCCCN2CCCCC2)ncc1CN1CCCCC1. Reaction SMILES: [Br:13][c:14]1[n:15][cH:16][c:17]([CH2:20][N:21]2[CH2:22][CH2:23][CH2:24][CH2:25][CH2:26]2)[cH:18][cH:19]1.[H-:2].[N:3]1([CH2:9][CH2:10][CH2:11][OH:12])[CH2:4][CH2:5][CH2:6][CH2:7][CH2:8]1.[Na+:1].[O:27]=[CH:28][N:29]([CH3:30])[CH3:31]>>[N:3]1([CH2:9][CH2:10][CH2:11][O:12][c:14]2[n:15][cH:16][c:17]([CH2:20][N:21]3[CH2:22][CH2:23][CH2:24][CH2:25][CH2:26]3)[cH:18][cH:19]2)[CH2:4][CH2:5][CH2:6][CH2:7][CH2:8]1. Reactants: C(=O)(C(F)(F)F)O (TFA), CN1C(N(C(C=2C1=CN(C2C2=CC=CC=C2)CCSC(C2=CC=CC=C2)(C2=CC=CC=C2)C2=CC=CC=C2)=O)C)=O (1,3-Dimethyl-5-phenyl-6-(2-tritylsulfanyl-ethyl)-1,6-dihydro-pyrrolo[3,4-d]pyrimidine-2,4-dione), C(C)[SiH](CC)CC (triethylsilane). Solvent: C(Cl)Cl (DCM). Reaction conditions: time 3 hour. The product is SCCN1C=C2N(C(N(C(C2=C1C1=CC=CC=C1)=O)C)=O)C (6-(2-Mercapto-ethyl)-1,3-dimethyl-5-phenyl-1,6-dihydro-pyrrolo[3,4-d]pyrimidine-2,4-dione). As a reaction SMILES: C(O)(C(F)(F)F)=O.[CH3:8][N:9]1[C:14]2=[CH:15][N:16]([CH2:24][CH2:25][S:26]C(C3C=CC=CC=3)(C3C=CC=CC=3)C3C=CC=CC=3)[C:17]([C:18]3[CH:23]=[CH:22][CH:21]=[CH:20][CH:19]=3)=[C:13]2[C:12](=[O:46])[N:11]([CH3:47])[C:10]1=[O:48].C([SiH](CC)CC)C>C(Cl)Cl>[SH:26][CH2:25][CH2:24][N:16]1[C:17]([C:18]2[CH:23]=[CH:22][CH:21]=[CH:20][CH:19]=2)=[C:13]2[C:14]([N:9]([CH3:8])[C:10](=[O:48])[N:11]([CH3:47])[C:12]2=[O:46])=[CH:15]1. Procedure details: TFA (5.975 ml, 78 mmol) was added to a solution of 1,3-dimethyl-5-phenyl-6-(2-tritylsulfanyl-ethyl)-1,6-dihydro-pyrrolo[3,4-d]pyrimidine-2,4-dione (step 1) (865 mg, 1.551 mmol) and triethylsilane (2.477 ml, 15.51 mmol) in DCM (20 ml) and the mixture stirred at RT for 3 hours. The solvent was evaporated under reduced pressure. The residue was partitioned between DCM (10 mL) and sat. NaHCO3 (10 mL) and the phases separated. The organic phase was dried over magnesium sulfate and the solvent evapora... The product is COC=1C(C(OC(C1)OC)C)=O (4,6-dimethoxy-2-methyl-2H-pyran-3(6H)-one). Run in CO (methanol), CO (methanol). Conditions: time 5 minute. The reactants are O (water), OC(C)C1(OC(C=C1OC)OC)OC (2(1-hydroxy ethyl)-2,3,5-trimethoxy-2,5-dihydrofuran), C(=O)O (formic acid). As a reaction SMILES: O[CH:2]([C:4]1([O:13]C)[C:8]([O:9][CH3:10])=[CH:7][CH:6]([O:11][CH3:12])[O:5]1)[CH3:3].C(O)=O.O>CO>[CH3:10][O:9][C:8]1[C:4](=[O:13])[CH:2]([CH3:3])[O:5][CH:6]([O:11][CH3:12])[CH:7]=1. Procedure: 2(1-hydroxy ethyl)-2,3,5-trimethoxy-2,5-dihydrofuran (8.4 g, 0.45 moles) in 3 ml methanol was added to 25 ml of formic acid and 1.2 ml methanol. After stirring for 5 minutes, the reaction was poured into 75 ml of water and extracted with chloroform. Concentration of the chloroform layer yielded a brown oil which solidified overnight. Recrystallization from hexane-ether yielded 4,6-dimethoxy-2-methyl-2H-pyran-3(6H)-one as white needles, mp 73°-74.5° C., NMR (CDCl3, δ) 5.75 (1H, d, J=4Hz), 5.3 (1H... Starting materials: Cl.FC1=CC=C2C(=CN(C2=C1)S(=O)(=O)C1=CC=CC=C1)C=1C=NN(C1)C1CCNCC1 (6-fluoro-1-(phenylsulfonyl)-3-(1-(piperidin-4-yl)-1H-pyrazol-4-yl)-1H-indole hydrochloride), Cl.FC1=CC=C2C(=CN(C2=C1)S(=O)(=O)C1=CC=CC=C1)C=1C=NN(C1)C1CCNCC1 (6-fluoro-1-(phenylsulfonyl)-3-(1-(piperidin-4-yl)-1H-pyrazol-4-yl)-1H-indole hydrochloride), C1(CC1)C(=O)O (cyclopropanecarboxylic acid). Run in CN(C)C=O (DMF). The product is C1(CC1)C(=O)N1CCC(CC1)N1N=CC(=C1)C1=CN(C2=CC(=CC=C12)F)S(=O)(=O)C1=CC=CC=C1 (cyclopropyl(4-(4-(6-fluoro-1-(phenylsulfonyl)-1H-indol-3-yl)-1H-pyrazol-1-yl)piperidin-1-yl)methanone). Isolated yield 107.8%. As a reaction SMILES: Cl.[F:2][C:3]1[CH:11]=[C:10]2[C:6]([C:7]([C:21]3[CH:22]=[N:23][N:24]([CH:26]4[CH2:31][CH2:30][NH:29][CH2:28][CH2:27]4)[CH:25]=3)=[CH:8][N:9]2[S:12]([C:15]2[CH:20]=[CH:19][CH:18]=[CH:17][CH:16]=2)(=[O:14])=[O:13])=[CH:5][CH:4]=1.[CH:32]1([C:35](O)=[O:36])[CH2:34][CH2:33]1>CN(C=O)C>[CH:32]1([C:35]([N:29]2[CH2:30][CH2:31][CH:26]([N:24]3[CH:25]=[C:21]([C:7]4[C:6]5[C:10](=[CH:11][C:3]([F:2])=[CH:4][CH:5]=5)[N:9]([S:12]([C:15]5[CH:16]=[CH:17][CH:18]=[CH:19][CH:20]=5)(=[O:13])=[O:14])[CH:8]=4)[CH:22]=[N:23]3)[CH2:27][CH2:28]2)=[O:36])[CH2:34][CH2:33]1 |f:0.1|. Procedure: Following the general method as outlined in Example 83, starting from 6-fluoro-1-(phenylsulfonyl)-3-(1-(piperidin-4-yl)-1H-pyrazol-4-yl)-1H-indole hydrochloride (Intermediate 17; 300 mg; 0.65 mmol) and cyclopropanecarboxylic acid (122 mg; 1.42 mmol) in DMF (6 mL), 345 mg of the title compound was obtained as a yellow oil, which was used directly without further purification. Starting materials: O=C(NC(=S)NC1CCCCCCC1)c1ccccc1, O=C([O-])[O-], C1CCOC1, CO, [K+], [K+], O. The product is NC(=S)NC1CCCCCCC1. RXN SMILES: [C:1](=[O:2])([c:3]1[cH:4][cH:5][cH:6][cH:7][cH:8]1)[NH:9][C:10](=[S:11])[NH:12][CH:13]1[CH2:14][CH2:15][CH2:16][CH2:17][CH2:18][CH2:19][CH2:20]1.[C:21](=[O:22])([O-:23])[O-:24].[CH2:27]1[O:28][CH2:29][CH2:30][CH2:31]1.[CH3:32][OH:33].[K+:25].[K+:26].[OH2:34]>>[NH2:9][C:10](=[S:11])[NH:12][CH:13]1[CH2:14][CH2:15][CH2:16][CH2:17][CH2:18][CH2:19][CH2:20]1.